This data is from the Open Reaction Database (ORD), a public repository of structured organic reaction records. The task is: describe an organic reaction: reactants, conditions, products, and yield The reactants are CO, [Li+], C1CCOC1, [OH-], O, O, COC(=O)c1ccc(N2CCN(C(=O)N3CCC(c4cn[nH]c4)C3)c3ccccc32)cc1. The product is O=C(O)c1ccc(N2CCN(C(=O)N3CCC(c4cn[nH]c4)C3)c3ccccc32)cc1. As a reaction SMILES: [CH3:37][OH:38].[Li+:35].[O:39]1[CH2:40][CH2:41][CH2:42][CH2:43]1.[OH-:34].[OH2:33].[OH2:36].[nH:1]1[n:2][cH:3][c:4]([CH:6]2[CH2:7][N:8]([C:11](=[O:12])[N:13]3[CH2:14][CH2:15][N:16]([c:23]4[cH:24][cH:25][c:26]([C:27](=[O:28])[O:29][CH3:30])[cH:31][cH:32]4)[c:17]4[cH:18][cH:19][cH:20][cH:21][c:22]43)[CH2:9][CH2:10]2)[cH:5]1>>[nH:1]1[n:2][cH:3][c:4]([CH:6]2[CH2:7][N:8]([C:11](=[O:12])[N:13]3[CH2:14][CH2:15][N:16]([c:23]4[cH:24][cH:25][c:26]([C:27](=[O:28])[OH:29])[cH:31][cH:32]4)[c:17]4[cH:18][cH:19][cH:20][cH:21][c:22]43)[CH2:9][CH2:10]2)[cH:5]1. Reactants: CN1CCN(c2cccc3c2CC(NC(=O)c2ccc(N4CCN(CCOCc5ccccc5)CC4)cc2)CO3)CC1, CC(=O)O, [Pd]. Product: CN1CCN(c2cccc3c2CC(NC(=O)c2ccc(N4CCN(CCO)CC4)cc2)CO3)CC1. As a reaction SMILES: [CH3:1][N:2]1[CH2:3][CH2:4][N:5]([c:8]2[cH:9][cH:10][cH:11][c:12]3[c:13]2[CH2:14][CH:15]([NH:18][C:19]([c:20]2[cH:21][cH:22][c:23]([N:26]4[CH2:27][CH2:28][N:29]([CH2:32][CH2:33][O:34][CH2:35][c:36]5[cH:37][cH:38][cH:39][cH:40][cH:41]5)[CH2:30][CH2:31]4)[cH:24][cH:25]2)=[O:42])[CH2:16][O:17]3)[CH2:6][CH2:7]1.[CH3:43][C:44](=[O:45])[OH:46].[Pd:47]>>[CH3:1][N:2]1[CH2:3][CH2:4][N:5]([c:8]2[cH:9][cH:10][cH:11][c:12]3[c:13]2[CH2:14][CH:15]([NH:18][C:19]([c:20]2[cH:21][cH:22][c:23]([N:26]4[CH2:27][CH2:28][N:29]([CH2:32][CH2:33][OH:34])[CH2:30][CH2:31]4)[cH:24][cH:25]2)=[O:42])[CH2:16][O:17]3)[CH2:6][CH2:7]1. Starting materials: CC(CCBr)N(CC)CC (1-methyl-3-bromopropyldiethylamine), S(=O)(=O)(OCC(CCCCOC1=CC=CC=C1)C)C1=CC=C(C)C=C1 (2-methyl-6-phenoxyhexyl tosylate). The product is Br.C(C(C)C)C(CCBr)N(CC)CC (1-isobutyl-3-bromopropyldiethylamine hydrobromide). The yield is 75.0%. RXN SMILES: [CH3:1][CH:2]([N:6]([CH2:9][CH3:10])[CH2:7][CH3:8])[CH2:3][CH2:4][Br:5].S(C1C=CC(C)=CC=1)(O[CH2:15][CH:16](C)[CH2:17]CCCOC1C=CC=CC=1)(=O)=O>>[BrH:5].[CH2:1]([CH:2]([N:6]([CH2:9][CH3:10])[CH2:7][CH3:8])[CH2:3][CH2:4][Br:5])[CH:16]([CH3:17])[CH3:15] |f:2.3|. Procedure details: The procedures of preparing 1-methyl-3-bromopropyldiethylamine as described above were repeated except that 11.31 g of 2-methyl-6-phenoxyhexyl tosylate was employed instead of the 10 g of 4-phenoxy-2-butyl tosylate, and 5.33 g of 1-isobutyl-3-bromopropyldiethylamine hydrobromide was obtained in a yield of 75%. The reactants are CCNCc1ccccn1, COc1ccc(N(CC(=O)O)S(=O)(=O)c2ccccc2C)cn1. Yields the product CCN(Cc1ccccn1)C(=O)CN(c1ccc(OC)nc1)S(=O)(=O)c1ccccc1C. As a reaction SMILES: [CH2:24]([CH3:25])[NH:26][CH2:27][c:28]1[n:29][cH:30][cH:31][cH:32][cH:33]1.[CH3:1][O:2][c:3]1[cH:4][cH:5][c:6]([N:9]([S:10](=[O:11])(=[O:12])[c:13]2[c:14]([CH3:19])[cH:15][cH:16][cH:17][cH:18]2)[CH2:20][C:21](=[O:22])[OH:23])[cH:7][n:8]1>>[CH3:1][O:2][c:3]1[cH:4][cH:5][c:6]([N:9]([S:10](=[O:11])(=[O:12])[c:13]2[c:14]([CH3:19])[cH:15][cH:16][cH:17][cH:18]2)[CH2:20][C:21](=[O:23])[N:26]([CH2:24][CH3:25])[CH2:27][c:28]2[n:29][cH:30][cH:31][cH:32][cH:33]2)[cH:7][n:8]1.